From a dataset of the Open Reaction Database (ORD), a public repository of structured organic reaction records. describe an organic reaction: reactants, conditions, products, and yield Isolated yield 51.0%. The solvent is C(C)O (ethanol). The product is CC1=C(N=C(O1)C1=CC=CC=C1)COC1=CC=C(COC2=C(C3=CC=CC=C3C=C2)CC(=O)O)C=C1 (2-[2-[4-[(5-methyl-2-phenyl-4-oxazolyl)methoxy]benzyloxy]-1-naphthyl]acetic acid). Procedure: To a mixture of 2-[2-[4-[(5-methyl-2-phenyl-4-oxazolyl)methoxy]benzyloxy]-1-naphthyl]acetonitrile (0.96 g), tetrahydrofuran (5 mL) and ethanol (15 mL) was added a 4N aqueous sodium hydroxide solution (7 mL), and the mixture was stirred with heating under reflux for 4.5 days. 1N Hydrochloric acid and water were added to acidify the reaction mixture, and the mixture was extracted with ethyl acetate-tetrahydrofuran. The organic layer was washed with saturated brine, dried over anhydrous magnesium s... Reactants: CC1=C(N=C(O1)C1=CC=CC=C1)COC1=CC=C(COC2=C(C3=CC=CC=C3C=C2)CC#N)C=C1 (2-[2-[4-[(5-methyl-2-phenyl-4-oxazolyl)methoxy]benzyloxy]-1-naphthyl]acetonitrile), O1CCCC1 (tetrahydrofuran), [OH-].[Na+] (sodium hydroxide), Cl (Hydrochloric acid), O (water). Reaction SMILES: [CH3:1][C:2]1[O:6][C:5]([C:7]2[CH:12]=[CH:11][CH:10]=[CH:9][CH:8]=2)=[N:4][C:3]=1[CH2:13][O:14][C:15]1[CH:35]=[CH:34][C:18]([CH2:19][O:20][C:21]2[CH:30]=[CH:29][C:28]3[C:23](=[CH:24][CH:25]=[CH:26][CH:27]=3)[C:22]=2[CH2:31][C:32]#N)=[CH:17][CH:16]=1.O1CCCC1.[OH-:41].[Na+].Cl.[OH2:44]>C(O)C>[CH3:1][C:2]1[O:6][C:5]([C:7]2[CH:12]=[CH:11][CH:10]=[CH:9][CH:8]=2)=[N:4][C:3]=1[CH2:13][O:14][C:15]1[CH:35]=[CH:34][C:18]([CH2:19][O:20][C:21]2[CH:30]=[CH:29][C:28]3[C:23](=[CH:24][CH:25]=[CH:26][CH:27]=3)[C:22]=2[CH2:31][C:32]([OH:44])=[O:41])=[CH:17][CH:16]=1 |f:2.3|. The reactants are COC(C=CC1=C(C=C(C=C1C)C=O)C)=O (3-(4-formyl-2,6-dimethyl-phenyl)-acrylic acid methyl ester). Solvent: CO (methanol), [OH-].[Na+] (NaOH). Reaction conditions: time 30 minute. Yields the product C(=O)C1=CC(=C(C(=C1)C)C=CC(=O)O)C (3-(4-formyl-2,6-dimethyl-phenyl)-acrylic acid). The yield is 81.0%. RXN SMILES: C[O:2][C:3](=[O:16])[CH:4]=[CH:5][C:6]1[C:11]([CH3:12])=[CH:10][C:9]([CH:13]=[O:14])=[CH:8][C:7]=1[CH3:15]>CO.[OH-].[Na+]>[CH:13]([C:9]1[CH:10]=[C:11]([CH3:12])[C:6]([CH:5]=[CH:4][C:3]([OH:16])=[O:2])=[C:7]([CH3:15])[CH:8]=1)=[O:14] |f:2.3|. Procedure: To a solution of 3-(4-formyl-2,6-dimethyl-phenyl)-acrylic acid methyl ester (2.9 g, 13.3 mmol) in methanol (70 mL), 2 N aq. NaOH (35 mL) is added. The suspension is stirred for 30 min at rt. Methanol is evaporated and the aq. solution is extracted twice with DCM. The aq. layer is acidified with 2 N aq. HCl and extracted twice with EA. The combined EA extracts are dried over MgSO4, filtered and evaporated. The crude product is recrystallized from EA to give 3-(4-formyl-2,6-dimethyl-phenyl)-acryli... Reaction SMILES: [Br:1][c:2]1[n:3][cH:4][c:5]([O:8][CH:9]2[CH2:10][CH2:11][CH2:12][CH2:13]2)[cH:6][cH:7]1.[CH3:14][n:15]1[n:16][c:17]([NH2:20])[cH:18][cH:19]1.[O:21]1[CH2:22][CH2:23][O:24][CH2:25][CH2:26]1>>[c:2]1([NH:20][c:17]2[n:16][n:15]([CH3:14])[cH:19][cH:18]2)[n:3][cH:4][c:5]([O:8][CH:9]2[CH2:10][CH2:11][CH2:12][CH2:13]2)[cH:6][cH:7]1. Starting materials: Brc1ccc(OC2CCCC2)cn1, Cn1ccc(N)n1, C1COCCO1. Product: Cn1ccc(Nc2ccc(OC3CCCC3)cn2)n1.